Dataset: the Open Reaction Database (ORD), a public repository of structured organic reaction records. Task: describe an organic reaction: reactants, conditions, products, and yield Reactants: C(C)(=O)OC(C)=O (acetic anhydride), Cl.Cl.NCC=1NC=CN1 (2-aminomethylimidazole dihydrochloride), CN(C=O)C (N,N-dimethylformamide), [H-].[Na+] (sodium hydride). Run in N1=CC=CC=C1 (pyridine). Run at time 2 day. The product is N1C(=NC=C1)CNC(C)=O (N-(Imidazol-2-ylmethyl)acetamide). Reaction SMILES: Cl.Cl.[NH2:3][CH2:4][C:5]1[NH:6][CH:7]=[CH:8][N:9]=1.CN(C)C=O.[H-].[Na+].[C:17](OC(=O)C)(=[O:19])[CH3:18]>N1C=CC=CC=1>[NH:6]1[CH:7]=[CH:8][N:9]=[C:5]1[CH2:4][NH:3][C:17](=[O:19])[CH3:18] |f:0.1.2,4.5|. Procedure details: 0.34 g of 2-aminomethylimidazole dihydrochloride was added to 20 ml of N,N-dimethylformamide in a nitrogen atmosphere. Under ice-cooling, 0.40 g of sodium hydride (60% oily) was added thereto and the resulting mixture was subjected to ultrasonication for 30 minutes. To the reaction mixture were added 20 ml of pyridine and 10 ml of acetic anhydride and the obtained mixture was stirred at room temperature for 2 days. After concentrating under reduced pressure, the residue was distributed into wate... Starting materials: CO (methanol), C(C1=CC=CC=C1)(C1=CC=CC=C1)(C1=CC=CC=C1)Cl (Trityl chloride), C(C1=CC=CC=C1)OC[C@H](O)CO (1-O-benzyl-(R)-glycerol), C(C)N(C1=CC=NC=C1)CC (4-diethylaminopyridine). Solvent: N1=CC=CC=C1 (pyridine). Product: C(C1=CC=CC=C1)OC[C@@H](O)COC(C1=CC=CC=C1)(C1=CC=CC=C1)C1=CC=CC=C1 ((R)-1-O-Benzyl-3-O-tritylglycerol). RXN SMILES: [C:1](Cl)([C:14]1[CH:19]=[CH:18][CH:17]=[CH:16][CH:15]=1)([C:8]1[CH:13]=[CH:12][CH:11]=[CH:10][CH:9]=1)[C:2]1[CH:7]=[CH:6][CH:5]=[CH:4][CH:3]=1.[CH2:21]([O:28][CH2:29][C@@H:30]([CH2:32][OH:33])[OH:31])[C:22]1[CH:27]=[CH:26][CH:25]=[CH:24][CH:23]=1.C(N(CC)C1C=CN=CC=1)C.CO>N1C=CC=CC=1>[CH2:21]([O:28][CH2:29][C@H:30]([CH2:32][O:33][C:1]([C:14]1[CH:19]=[CH:18][CH:17]=[CH:16][CH:15]=1)([C:8]1[CH:13]=[CH:12][CH:11]=[CH:10][CH:9]=1)[C:2]1[CH:7]=[CH:6][CH:5]=[CH:4][CH:3]=1)[OH:31])[C:22]1[CH:27]=[CH:26][CH:25]=[CH:24][CH:23]=1. Procedure: Trityl chloride (56 g) was added portionswise to a solution of 1-O-benzyl-(R)-glycerol (36.4 g, 0.2 mol) and 4-diethylaminopyridine (1 g) in pyridine (300 mL) under stirring and cooling with ice. After 20 h stirring methanol (50 mL) was added, the mixture was stirred for 30 min and concentrated in vacuo to half of the original volume. Ethyl acetate (500 mL) was added and the mixture extracted with water (3×250 mL). The organic layer was briefly dried with MgSO4, filtered and evaporated in vacuo....